The task is: describe an organic reaction: reactants, conditions, products, and yield. This data is from the Open Reaction Database (ORD), a public repository of structured organic reaction records. Reactants: O=C([O-])O, CO, Fc1cccc(Oc2csc(C3OCCO3)c2)c1, [Na+], O=C(O)CC(O)(CC(=O)O)C(=O)O. Product: O=Cc1cc(Oc2cccc(F)c2)cs1. Reaction SMILES: [C:32](=[O:33])([OH:34])[O-:35].[CH3:37][OH:38].[F:1][c:2]1[cH:3][c:4]([O:5][c:6]2[cH:7][c:8]([CH:11]3[O:12][CH2:15][CH2:14][O:13]3)[s:9][cH:10]2)[cH:16][cH:17][cH:18]1.[Na+:36].[OH:19][C:20]([CH2:21][C:22]([C:23](=[O:24])[OH:25])([CH2:26][C:27](=[O:28])[OH:29])[OH:30])=[O:31]>>[F:1][c:2]1[cH:3][c:4]([O:5][c:6]2[cH:7][c:8]([CH:11]=[O:12])[s:9][cH:10]2)[cH:16][cH:17][cH:18]1.